From a dataset of the Open Reaction Database (ORD), a public repository of structured organic reaction records. describe an organic reaction: reactants, conditions, products, and yield The reactants are Cl (hydrochloric acid), C(C)(C)(C)C=1C(=C(C(=C(C1)CCC(=O)OC)C)C)O (methyl 3-(5-tert.-butyl-2,3-dimethyl-4 -hydroxyphenyl)propionate), [OH-].[Na+] (sodium hydroxide). Solvent: O (water), C(C)O (ethanol), O (water). Yields the product C(C)(C)(C)C=1C(=C(C(=C(C1)CCC(=O)O)C)C)O (3-(5-tert.-butyl-2,3-dimethyl-4 -hydroxyphenyl)propionic acid). Reaction SMILES: [C:1]([C:5]1[C:6]([OH:19])=[C:7]([CH3:18])[C:8]([CH3:17])=[C:9]([CH2:11][CH2:12][C:13]([O:15]C)=[O:14])[CH:10]=1)([CH3:4])([CH3:3])[CH3:2].[OH-].[Na+].Cl>C(O)C.O>[C:1]([C:5]1[C:6]([OH:19])=[C:7]([CH3:18])[C:8]([CH3:17])=[C:9]([CH2:11][CH2:12][C:13]([OH:15])=[O:14])[CH:10]=1)([CH3:4])([CH3:3])[CH3:2] |f:1.2|. Reported procedure: Under nitrogen, a solution of methyl 3-(5-tert.-butyl-2,3-dimethyl-4 -hydroxyphenyl)propionate (71.5 g) in 150 ml of ethanol was treated with a solution of 98% sodium hydroxide (12.1 g) in 15 ml of water, and the mixture was heated under reflux for 3 hours. The cold solution was diluted with water to about 1200 ml and then acidified with concentrated hydrochloric acid. The precipitated solid was filtered off and washed with water. Recrystallization from 600 ml of acetonitrile gave the acid, m.p.... Starting materials: FC1=CC=C(C=C1)C1=NC=C(N=C1C1=CC=C(C=C1)F)I (2,3-bis(4-fluorophenyl)-5-iodopyrazine), C(C=C)(=O)OC (methyl acrylate), Pd(PPh3)Cl2. Reagents/catalysts: [Cu]I (CuI). Run in O1CCCC1.CCN(CC)CC (tetrahydrofuran Et3N). Reaction conditions: temperature 80 celsius, time 8 hour. Product: FC1=CC=C(C=C1)C=1N=CC(=NC1C1=CC=C(C=C1)F)/C=C/C(=O)OC ((E)-Methyl 3-(5,6-bis(4-fluorophenyl)pyrazin-2-yl)acrylate). RXN SMILES: [F:1][C:2]1[CH:7]=[CH:6][C:5]([C:8]2[C:13]([C:14]3[CH:19]=[CH:18][C:17]([F:20])=[CH:16][CH:15]=3)=[N:12][C:11](I)=[CH:10][N:9]=2)=[CH:4][CH:3]=1.[C:22]([O:26][CH3:27])(=[O:25])[CH:23]=[CH2:24]>[Cu]I.O1CCCC1.CCN(CC)CC>[F:1][C:2]1[CH:7]=[CH:6][C:5]([C:8]2[N:9]=[CH:10][C:11](/[CH:24]=[CH:23]/[C:22]([O:26][CH3:27])=[O:25])=[N:12][C:13]=2[C:14]2[CH:19]=[CH:18][C:17]([F:20])=[CH:16][CH:15]=2)=[CH:4][CH:3]=1 |f:3.4|. Procedure details: A mixture of 2,3-bis(4-fluorophenyl)-5-iodopyrazine (400 mg, 1.02 mmol, 1.00 equiv), methyl acrylate (1.8 g, 20.93 mmol, 20.62 equiv), CuI (193 mg, 1.02 mmol, 1.00 equiv), Pd(PPh3)Cl2 (285 mg, 0.41 mmol, 0.40 equiv), and tetrahydrofuran/Et3N (2/1 mL) was stirred overnight at 80° C. in an oil bath. The resulting mixture was concentrated in vacuo, and purified via silica gel column chromatography (ethyl acetate/petroleum ether (1:40)) resulting in 120 mg (28%) of (E)-methyl 3-(5,6-bis(4-fluorophen... Conditions: time 3 hour. Run in CN(C=O)C (dimethylformamide). Reported procedure: 2-(4-Bromo-phenyl)-7-chloro-3H-quinazolin-4-one (38.7 mmol) is added to 50 ml thionylchloride and is heated at 40°. The mixture is treated with 6 ml dimethylformamide (DMF). After cooling to rt the mixture is stirred for 3 hrs. Customary working up gives 2-(4-bromo-phenyl)-4,7-dichloroquinazoline as a solid; m.p. 189-190°. The product is BrC1=CC=C(C=C1)C1=NC2=CC(=CC=C2C(=N1)Cl)Cl (2-(4-bromo-phenyl)-4,7-dichloroquinazoline). The reactants are BrC1=CC=C(C=C1)C1=NC2=CC(=CC=C2C(N1)=O)Cl (2-(4-Bromo-phenyl)-7-chloro-3H-quinazolin-4-one), S(=O)(Cl)Cl (thionylchloride). Reaction SMILES: [Br:1][C:2]1[CH:7]=[CH:6][C:5]([C:8]2[NH:17][C:16](=O)[C:15]3[C:10](=[CH:11][C:12]([Cl:19])=[CH:13][CH:14]=3)[N:9]=2)=[CH:4][CH:3]=1.S(Cl)([Cl:22])=O>CN(C)C=O>[Br:1][C:2]1[CH:7]=[CH:6][C:5]([C:8]2[N:17]=[C:16]([Cl:22])[C:15]3[C:10](=[CH:11][C:12]([Cl:19])=[CH:13][CH:14]=3)[N:9]=2)=[CH:4][CH:3]=1. Reactants: ClC=1C(=NC=CN1)C1CN(C1)C(=O)OC(C)(C)C (tert-butyl 3-(3-chloropyrazin-2-yl)azetidine-1-carboxylate), Cl (HCl). Run in CO (methanol). Conditions: time 112 hour. Product: Cl.N1CC(C1)C1=NC=CN=C1Cl (2-(azetidin-3-yl)-3-chloropyrazine hydrochloride). Yield: 200.7%. RXN SMILES: [Cl:1][C:2]1[C:3]([CH:8]2[CH2:11][N:10](C(OC(C)(C)C)=O)[CH2:9]2)=[N:4][CH:5]=[CH:6][N:7]=1.Cl>CO>[ClH:1].[NH:10]1[CH2:11][CH:8]([C:3]2[C:2]([Cl:1])=[N:7][CH:6]=[CH:5][N:4]=2)[CH2:9]1 |f:3.4|. Reported procedure: To a solution of tert-butyl 3-(3-chloropyrazin-2-yl)azetidine-1-carboxylate (7) (300 g, 1.112 mol, 1 eq.) in methanol (6 L) was added concentrated HCl (400 mL, 4.8 mol, 4.3 eq.) and the resulting mixture was stirred at RT for 112 h. The mixture was concentrated and dried on rotavapor to obtain 230 g of 2-(azetidin-3-yl)-3-chloropyrazine hydrochloride (8). Starting materials: COC(=O)C1=C(C)NC(C)=C(C(=O)OCCCCCCSc2nc(C)cs2)C1c1cccc([N+](=O)[O-])c1, O=C(OO)c1cccc(Cl)c1, ClCCl, [Na+], [Na+], O=S([O-])[O-]. As a reaction SMILES: [CH3:12][c:13]1[n:14][c:15]([S:18][CH2:19][CH2:20][CH2:21][CH2:22][CH2:23][CH2:24][O:25][C:26](=[O:27])[C:28]2=[C:29]([CH3:48])[NH:30][C:31]([CH3:47])=[C:32]([C:43](=[O:44])[O:45][CH3:46])[CH:33]2[c:34]2[cH:35][c:36]([N+:40](=[O:41])[O-:42])[cH:37][cH:38][cH:39]2)[s:16][cH:17]1.[Cl:1][c:2]1[cH:3][cH:4][cH:5][c:6]([C:7]([O:8][OH:10])=[O:9])[cH:11]1.[Cl:55][CH2:56][Cl:57].[Na+:53].[Na+:54].[S:49]([O-:50])([O-:51])=[O:52]>>[O:9]=[S:18]([c:15]1[n:14][c:13]([CH3:12])[cH:17][s:16]1)[CH2:19][CH2:20][CH2:21][CH2:22][CH2:23][CH2:24][O:25][C:26](=[O:27])[C:28]1=[C:29]([CH3:48])[NH:30][C:31]([CH3:47])=[C:32]([C:43](=[O:44])[O:45][CH3:46])[CH:33]1[c:34]1[cH:35][c:36]([N+:40](=[O:41])[O-:42])[cH:37][cH:38][cH:39]1. Yields the product COC(=O)C1=C(C)NC(C)=C(C(=O)OCCCCCCS(=O)c2nc(C)cs2)C1c1cccc([N+](=O)[O-])c1. Starting materials: C1CCNC1 (effective_coupling_partner), CC(C)(C)C(=O)Oc1ccccc1 (substrate). Reagents/catalysts: IPr. Run at temperature 80 celsius, time 3 hour. Product: c2ccc(N1CCCC1)cc2.